Dataset: the Open Reaction Database (ORD), a public repository of structured organic reaction records. Task: describe an organic reaction: reactants, conditions, products, and yield The reactants are FC=1C=C(OC=2C(OC(C2C2=CC=C(C=C2)S(=O)(=O)C)(C)C)=O)C=CC1F (3-(3,4-Difluorophenoxy)-5,5-dimethyl-4-(4-(methylsulfonyl)phenyl)-5H-furan-2-one), C(C)(=O)OCC(=O)Cl (acetoxyacetyl chloride), C1CCC2=NCCCN2CC1 (DBU), Cl (HCl), C1CCC2=NCCCN2CC1 (DBU). Solvent: CC#N (CH3CN), N1=CC=CC=C1 (pyridine). Reaction conditions: time 7 hour. The product is CC1(C(=C(C(O1)=O)O)C1=CC=C(C=C1)S(=O)(=O)C)C (5,5-Dimethyl-3-hydroxy-4-(4-methylsulfonylphenyl)-5H-furan-2-one). Isolated yield 61.6%. As a reaction SMILES: FC1C=C(C=CC=1F)[O:5][C:6]1[C:7](=[O:23])[O:8][C:9]([CH3:22])([CH3:21])[C:10]=1[C:11]1[CH:16]=[CH:15][C:14]([S:17]([CH3:20])(=[O:19])=[O:18])=[CH:13][CH:12]=1.C(OCC(Cl)=O)(=O)C.C1CCN2C(=NCCC2)CC1.Cl>CC#N.N1C=CC=CC=1>[CH3:21][C:9]1([CH3:22])[O:8][C:7](=[O:23])[C:6]([OH:5])=[C:10]1[C:11]1[CH:12]=[CH:13][C:14]([S:17]([CH3:20])(=[O:19])=[O:18])=[CH:15][CH:16]=1. Reported procedure: To a 0° C. solution of the alcohol of Example 1, Step 3 (29.5 g, 122 mmol) in CH3CN (350 mL) were added pyridine (25 mL) and acetoxyacetyl chloride (25 g, 183 mmol). After a period of 7 h at r.t., DBU (31 mL) was added to the reaction mixture. After a period of 1 h at 80° C., a second portion of DBU (35 mL) was added. The reaction mixture was kept at 80° C. for 18 h. The reaction mixture was allowed to cool to r.t. The mixture was poured onto ice-water (2.5 L) containing 100 mL of concentrated H... Starting materials: N1N=CN=C1 (1,2,4-triazole), ClC=1N=C(C2=C(N1)SC1=C2CCCC1)NCC1=CC(=CC=C1)[N+](=O)[O-] (2-chloro-5,6,7,8-tetrahydro-4-(3-nitrobenzylamino)-[1]-benzothieno-[2,3-d]-pyrimidine). Yields the product N1(N=CN=C1)C=1N=C(C2=C(N1)SC1=C2CCCC1)NCC1=CC(=CC=C1)[N+](=O)[O-] (2-(1,2,4-triazol-1-yl)-5,6,7,8-tetrahydro-4-(3-nitrobenzylamino)-[1]-benzothieno-[2,3-d]-pyrimidine). As a reaction SMILES: [NH:1]1[CH:5]=[N:4][CH:3]=[N:2]1.Cl[C:7]1[N:8]=[C:9]([NH:20][CH2:21][C:22]2[CH:27]=[CH:26][CH:25]=[C:24]([N+:28]([O-:30])=[O:29])[CH:23]=2)[C:10]2[C:15]3[CH2:16][CH2:17][CH2:18][CH2:19][C:14]=3[S:13][C:11]=2[N:12]=1>>[N:1]1([C:7]2[N:8]=[C:9]([NH:20][CH2:21][C:22]3[CH:27]=[CH:26][CH:25]=[C:24]([N+:28]([O-:30])=[O:29])[CH:23]=3)[C:10]3[C:15]4[CH2:16][CH2:17][CH2:18][CH2:19][C:14]=4[S:13][C:11]=3[N:12]=2)[CH:5]=[N:4][CH:3]=[N:2]1. Procedure details: Following the procedure of Example 97, the reaction of 1,2,4-triazole with 2-chloro-5,6,7,8-tetrahydro-4-(3-nitrobenzylamino)-[1]-benzothieno-[2,3-d]-pyrimidine gives 2-(1,2,4-triazol-1-yl)-5,6,7,8-tetrahydro-4-(3-nitrobenzylamino)-[1]-benzothieno-[2,3-d]-pyrimidine.